This data is from the Open Reaction Database (ORD), a public repository of structured organic reaction records. The task is: describe an organic reaction: reactants, conditions, products, and yield The reactants are ClC=1C=C(NC1C)C(=O)N[C@@H]1[C@@H](CN(CC1)C(=O)OCC)OCCC (ethyl (3R,4S)-4-{[(4-chloro-5-methyl-1H-pyrrol-2-yl)carbonyl]amino}-3-propoxypiperidine-1-carboxylate), ClC=1C=C(NC1C)C(=O)N[C@@H]1[C@@H](CN(CC1)C(=O)OCC)OCCC (ethyl (3R,4S)-4-{[(4-chloro-5-methyl-1H-pyrrol-2-yl)carbonyl]amino}-3-propoxypiperidine-1-carboxylate), [OH-].[K+] (potassium hydroxide), O.NN (Hydrazine hydrate), O (water). Run in C(CO)O (ethylene glycol). Product: ClC=1C=C(NC1C)C(=O)N[C@H]1[C@H](CNCC1)OCCC (4-chloro-5-methyl-N-[(3S,4R)-3-propoxypiperidin-4-yl]-1H-pyrrole-2-carboxamide). Isolated yield 28.7%. Reaction SMILES: [Cl:1][C:2]1[CH:3]=[C:4]([C:8]([NH:10][C@H:11]2[CH2:16][CH2:15][N:14](C(OCC)=O)[CH2:13][C@H:12]2[O:22][CH2:23][CH2:24][CH3:25])=[O:9])[NH:5][C:6]=1[CH3:7].[OH-].[K+].O.NN.O>C(O)CO>[Cl:1][C:2]1[CH:3]=[C:4]([C:8]([NH:10][C@@H:11]2[CH2:16][CH2:15][NH:14][CH2:13][C@@H:12]2[O:22][CH2:23][CH2:24][CH3:25])=[O:9])[NH:5][C:6]=1[CH3:7] |f:1.2,3.4|. Procedure: A solution of ethyl (3R,4S)-4-{[(4-chloro-5-methyl-1H-pyrrol-2-yl)carbonyl]amino}-3-propoxypiperidine-1-carboxylate (Intermediate 73, 2.8 g, 7.547 mmol) potassium hydroxide (4.2 g, 75.47 mmol), and Hydrazine hydrate (3.6 mL, 75.47 mmol) in ethylene glycol (100 mL) was stirred for 60 h at 120° C. The reaction mixture was poured into water (300 mL) and extracted with ethyl acetate (2×300 mL). The combined organic extracts were dried over anhydrous sodium sulphate, filtered, and concentrated under ... The reactants are COc1ncccc1CN1CCC(CC(O)c2ccccc2)CC1, Cc1ccccc1. The product is COc1ncccc1CN1CCC(CC(=O)c2ccccc2)CC1. Reaction SMILES: [CH3:1][O:2][c:3]1[n:4][cH:5][cH:6][cH:7][c:8]1[CH2:9][N:10]1[CH2:11][CH2:12][CH:13]([CH2:16][CH:17]([c:18]2[cH:19][cH:20][cH:21][cH:22][cH:23]2)[OH:24])[CH2:14][CH2:15]1.[CH3:25][c:26]1[cH:27][cH:28][cH:29][cH:30][cH:31]1>>[CH3:1][O:2][c:3]1[n:4][cH:5][cH:6][cH:7][c:8]1[CH2:9][N:10]1[CH2:11][CH2:12][CH:13]([CH2:16][C:17]([c:18]2[cH:19][cH:20][cH:21][cH:22][cH:23]2)=[O:24])[CH2:14][CH2:15]1. The reactants are NC1=C(C(=O)O)C(=C(C(=C1N)F)OC)F (2,3-diamino-4,6-difluoro-5-methoxy-benzoic acid), COC(=O)C1=CC=CC=2NC(=NC21)N (2-amino-1H-benzoimidazole-4-carboxylic acid methyl ester), BrC#N (BrCN). The product is NC1=NC2=C(N1)C(=C(C(=C2C(=O)O)F)OC)F (2-amino-5,7-difluoro-6-methoxy-1H-benzoimidazole-4-carboxylic acid). RXN SMILES: [NH2:1][C:2]1[C:10]([NH2:11])=[C:9]([F:12])[C:8]([O:13][CH3:14])=[C:7]([F:15])[C:3]=1[C:4]([OH:6])=[O:5].COC(C1C2N=C(N)[NH:25][C:24]=2C=CC=1)=O.BrC#N>CO>[NH2:25][C:24]1[NH:11][C:10]2[C:9]([F:12])=[C:8]([O:13][CH3:14])[C:7]([F:15])=[C:3]([C:4]([OH:6])=[O:5])[C:2]=2[N:1]=1. Procedure: 1.2 g (5.5 mmol) of 2,3-diamino-4,6-difluoro-5-methoxy-benzoic acid was subjected to a similar cyclization condition as illustrated in intermediate A by using 1.7 g (16.5 mmol) of BrCN in methanol to produce 2-amino-5,7-difluoro-6-methoxy-1H-benzoimidazole-4-carboxylic acid. LCMS: 244 (M+1)+. The solvent is CO (methanol). Starting materials: NC1=NC=C(C(=N1)N)CC=1C=C(C(=C(C1)C1=CC=C2C(C(=CN(C2=C1)CC)C(=O)OCC)=O)OC)OC (ethyl 7-[5-(2,4-diamino-pyrimidin-5-ylmethyl)-2,3-dimethoxy-phenyl]-1-ethyl-1,4-dihydro-4-oxo-quinoline-3-carboxylate), [OH-].[Na+] (sodium hydroxide), Cl (hydrochloric acid). Run in C(C)O (ethanol). Yields the product Cl.NC1=NC=C(C(=N1)N)CC=1C=C(C(=C(C1)C1=CC=C2C(C(=CN(C2=C1)CC)C(=O)O)=O)OC)OC (7-[5-(2,4-diamino-pyrimidin-5-ylmethyl)-2,3-dimethoxy-phenyl]-1-ethyl-1,4-dihydro-4-oxo-quinoline-3-carboxylic acid hydrochloride). Yield: 59.0%. Reaction SMILES: [NH2:1][C:2]1[N:7]=[C:6]([NH2:8])[C:5]([CH2:9][C:10]2[CH:11]=[C:12]([O:36][CH3:37])[C:13]([O:34][CH3:35])=[C:14]([C:16]3[CH:25]=[C:24]4[C:19]([C:20](=[O:33])[C:21]([C:28]([O:30]CC)=[O:29])=[CH:22][N:23]4[CH2:26][CH3:27])=[CH:18][CH:17]=3)[CH:15]=2)=[CH:4][N:3]=1.[OH-].[Na+].[ClH:40]>C(O)C>[ClH:40].[NH2:1][C:2]1[N:7]=[C:6]([NH2:8])[C:5]([CH2:9][C:10]2[CH:11]=[C:12]([O:36][CH3:37])[C:13]([O:34][CH3:35])=[C:14]([C:16]3[CH:25]=[C:24]4[C:19]([C:20](=[O:33])[C:21]([C:28]([OH:30])=[O:29])=[CH:22][N:23]4[CH2:26][CH3:27])=[CH:18][CH:17]=3)[CH:15]=2)=[CH:4][N:3]=1 |f:1.2,5.6|. Procedure details: 82 mg of ethyl 7-[5-(2,4-diamino-pyrimidin-5-ylmethyl)-2,3-dimethoxy-phenyl]-1-ethyl-1,4-dihydro-4-oxo-quinoline-3-carboxylate (Example 2t)) are held at reflux in 1 ml of ethanol and 1 ml of 2N aqueous sodium hydroxide solution for one hr. The reaction mixture is cooled to room temperature and acidified with 25% aqueous hydrochloric acid. The precipitated substance is filtered off under suction, washed with water, ethanol and ether and dried. 49 mg (59%) of 7-[5-(2,4-diamino-pyrimidin-5-ylmethyl... Reactants: aqueous solution, Cl (hydrochloric acid), solution, C(=O)C=1C(=CC=2C(CCC(C2C1)(C)C)(C)C)OCOC (3-formyl-5,6,7,8-tetrahydro-2-methoxymethoxy-5,5,8,8-tetramethylnaphthalene), O (water). Run in O1CCCC1 (tetrahydrofuran). Run at temperature 50 celsius, time 4 hour. The product is C(=O)C=1C(=CC=2C(CCC(C2C1)(C)C)(C)C)O (3-Formyl-5,6,7,8-tetrahydro-2-hydroxy-5,5,8,8-tetramethylnaphthalene). The yield is 89.2%. As a reaction SMILES: Cl.[CH:2]([C:4]1[C:5]([O:18]COC)=[CH:6][C:7]2[C:8]([CH3:17])([CH3:16])[CH2:9][CH2:10][C:11]([CH3:15])([CH3:14])[C:12]=2[CH:13]=1)=[O:3].O>O1CCCC1>[CH:2]([C:4]1[C:5]([OH:18])=[CH:6][C:7]2[C:8]([CH3:17])([CH3:16])[CH2:9][CH2:10][C:11]([CH3:14])([CH3:15])[C:12]=2[CH:13]=1)=[O:3]. Procedure details: A 10% aqueous solution of hydrochloric acid was added to 30 ml of a solution of 2.4 g of 3-formyl-5,6,7,8-tetrahydro-2-methoxymethoxy-5,5,8,8-tetramethylnaphthalene in tetrahydrofuran at room temperature. The obtained mixture was stirred at 50° C. for 4 hours, followed by the addition thereto of 30 ml of water. The obtained mixture was extracted with ethyl acetate. The organic phase was washed with a saturated aqueous solution of common salt, dried over anhydrous magnesium sulfate and distilled ...